Task: describe an organic reaction: reactants, conditions, products, and yield. Dataset: the Open Reaction Database (ORD), a public repository of structured organic reaction records Reactants: BrC=1C=CC2=C(N(N=C2C1)C1=CC=C(C=C1)F)C#N (6-bromo-2-(4-fluorophenyl)-2H-indazole-3-carbonitrile), [OH-].[Na+] (sodium hydroxide). Solvent: C(C)O.O (ethanol water). Conditions: temperature 70 celsius. Yields the product BrC=1C=CC2=C(N(N=C2C1)C1=CC=C(C=C1)F)C(=O)N (6-bromo-2-(4-fluorophenyl)-2H-indazole-3-carboxamide). Yield: 93.5%. As a reaction SMILES: [Br:1][C:2]1[CH:3]=[CH:4][C:5]2[C:9]([CH:10]=1)=[N:8][N:7]([C:11]1[CH:16]=[CH:15][C:14]([F:17])=[CH:13][CH:12]=1)[C:6]=2[C:18]#[N:19].[OH-:20].[Na+]>C(O)C.O>[Br:1][C:2]1[CH:3]=[CH:4][C:5]2[C:9]([CH:10]=1)=[N:8][N:7]([C:11]1[CH:12]=[CH:13][C:14]([F:17])=[CH:15][CH:16]=1)[C:6]=2[C:18]([NH2:19])=[O:20] |f:1.2,3.4|. Reported procedure: To a stirred suspension of compound (xiv) (50 mg, 0.16 mmol) in ethanol:water (1:1, 6 mL) was added sodium hydroxide (63 mg, 0.16 mmol) and the reaction mixture was heated at 70° C. for 2 h. The reaction mixture was cooled to RT and the volatiles were removed under reduced pressure. The residue was acidified to pH 2 upon addition of 2N hydrochloric acid. The resulting precipitate was filtered, washed with water (2×20 mL) and dried (Na2SO4) to give 6-bromo-2-(4-fluorophenyl)-2H-indazole-3-carboxa...